Dataset: the Open Reaction Database (ORD), a public repository of structured organic reaction records. Task: describe an organic reaction: reactants, conditions, products, and yield The reactants are COc1ccccc1-c1ccc2c(c1)C(CBr)=CC(C)(C)N2, CCOC(C)=O, [N-]=[N+]=[N-], [Na+], CN(C)C=O, O. Yields the product COc1ccccc1-c1ccc2c(c1)C(CN=[N+]=[N-])=CC(C)(C)N2. RXN SMILES: [Br:1][CH2:2][C:3]1=[CH:4][C:5]([CH3:21])([CH3:22])[NH:6][c:7]2[cH:8][cH:9][c:10](-[c:13]3[c:14]([O:19][CH3:20])[cH:15][cH:16][cH:17][cH:18]3)[cH:11][c:12]21.[CH3:32][CH2:33][O:34][C:35]([CH3:36])=[O:37].[N-:28]=[N+:29]=[N-:30].[Na+:31].[O:23]=[CH:24][N:25]([CH3:26])[CH3:27].[OH2:38]>>[CH2:2]([C:3]1=[CH:4][C:5]([CH3:21])([CH3:22])[NH:6][c:7]2[cH:8][cH:9][c:10](-[c:13]3[c:14]([O:19][CH3:20])[cH:15][cH:16][cH:17][cH:18]3)[cH:11][c:12]21)[N:28]=[N+:29]=[N-:30]. Procedure: A mixture comprising 17.4 g of solanesyl bromide, 5.6 g of potassium phthalimide and 70 ml of N,N-dimethylformamide was stirred for 2 hours, followed by stirring at 60° C. for an additional hour. Insoluble matters were separated by filtration, and the filtrate was concentrated under reduced pressure. The residue was dissolved in ethyl acetate, washed successively with water and saturated brine, dried over anhydrous sodium sulfate and then concentrated under reduced pressure. The residue was puri... Yields the product C1(C=2C(C(N1)=O)=CC=CC2)=O (phthalimide). Reactants: CC(=CCC/C(=C/CC/C(=C/CC/C(=C/CC/C(=C/CC/C(=C/CC/C(=C/CC/C(=C/CC/C(=C/CBr)/C)/C)/C)/C)/C)/C)/C)/C)C (solanesyl bromide), C1(C=2C(C(N1)=O)=CC=CC2)=O.[K] (potassium phthalimide). Run in CN(C=O)C (N,N-dimethylformamide). Yield: 289.3%. As a reaction SMILES: CC(C)=CCC/C(/C)=C/CC/C(/C)=C/CC/C(/C)=C/CC/C(/C)=C/CC/C(/C)=C/CC/C(/C)=C/CC/C(/C)=C/CC/C(/C)=C/CBr.[C:47]1(=[O:57])[NH:51][C:50](=[O:52])[C:49]2=[CH:53][CH:54]=[CH:55][CH:56]=[C:48]12.[K]>CN(C)C=O>[C:47]1(=[O:57])[NH:51][C:50](=[O:52])[C:49]2=[CH:53][CH:54]=[CH:55][CH:56]=[C:48]12 |f:1.2,^1:57|. Run at time 2 hour. Reactants: C(C)(C)(C)OC(=O)N1CCC(CC1)C=O (1-(tert-butoxycarbonyl)piperidine-4-carboxaldehyde), C[Mg]Br (methylmagnesium bromide), C1CCOC1 (THF), [Cl-].[NH4+] (ammonium chloride), C[Mg]Br (methylmagnesium bromide). Conditions: time 16 hour. Product: C(C)(C)(C)OC(=O)N1CCC(CC1)CCO (1-(tert-Butoxycarbonyl)piperidine-4-ethanol). The yield is 31.0%. RXN SMILES: [C:1]([O:5][C:6]([N:8]1[CH2:13][CH2:12][CH:11]([CH:14]=O)[CH2:10][CH2:9]1)=[O:7])([CH3:4])([CH3:3])[CH3:2].C[Mg]Br.[Cl-].[NH4+].C1C[O:24][CH2:23]C1>>[C:1]([O:5][C:6]([N:8]1[CH2:9][CH2:10][CH:11]([CH2:14][CH2:23][OH:24])[CH2:12][CH2:13]1)=[O:7])([CH3:2])([CH3:3])[CH3:4] |f:2.3|. Reported procedure: A solution of 1-(tert-butoxycarbonyl)piperidine-4-carboxaldehyde (14.9 g, 69.8 mmol) in THF at −78° C. was treated with methylmagnesium bromide (25.6 mL, 3.0 M in THF, 76.8 mmol). After 16 h, the mixture was treated with additional methylmagnesium bromide (15.0 mL, 3.0 M in THF). After 1 h, the mixture was treated with saturated aqueous ammonium chloride and partitioned between EtOAc and water. The aqueous phase was washed with EtOAc, the organic extracts were combined and washed with brine, dri... The reactants are CC=CCC(=O)O, Cl, Cl, Cl, NC1CCC(CCN2CCN(c3nccc4c3OCC4)CC2)CC1. The product is CC=CCC(=O)NC1CCC(CCN2CCN(c3nccc4c3OCC4)CC2)CC1. As a reaction SMILES: [C:28]([CH2:29][CH:30]=[CH:31][CH3:32])(=[O:33])[OH:34].[ClH:1].[ClH:2].[ClH:3].[O:4]1[CH2:5][CH2:6][c:7]2[c:8]1[c:9]([N:13]1[CH2:14][CH2:15][N:16]([CH2:19][CH2:20][CH:21]3[CH2:22][CH2:23][CH:24]([NH2:27])[CH2:25][CH2:26]3)[CH2:17][CH2:18]1)[n:10][cH:11][cH:12]2>>[O:4]1[CH2:5][CH2:6][c:7]2[c:8]1[c:9]([N:13]1[CH2:14][CH2:15][N:16]([CH2:19][CH2:20][CH:21]3[CH2:22][CH2:23][CH:24]([NH:27][C:28]([CH2:29][CH:30]=[CH:31][CH3:32])=[O:33])[CH2:25][CH2:26]3)[CH2:17][CH2:18]1)[n:10][cH:11][cH:12]2. The reactants are COc1cc2c(c3c1OC(C)(C)C3)C(c1cccc(C(=O)O)c1)=NC(C)(C)C2, CN(C)C=O, [Cl-], Cl, [H-], Nc1c(Cl)cncc1Cl, [Na+], O, O=S(Cl)Cl. The product is COc1cc2c(c3c1OC(C)(C)C3)C(c1cccc(C(=O)Nc3c(Cl)cncc3Cl)c1)=NC(C)(C)C2. RXN SMILES: [CH3:2][O:3][c:4]1[cH:5][c:6]2[c:11]([c:12]3[c:13]1[O:14][C:15]([CH3:17])([CH3:18])[CH2:16]3)[C:10]([c:19]1[cH:20][c:21]([C:22](=[O:23])[OH:24])[cH:25][cH:26][cH:27]1)=[N:9][C:8]([CH3:28])([CH3:29])[CH2:7]2.[CH3:46][N:47]([CH3:48])[CH:49]=[O:50].[Cl-:45].[ClH:1].[H-:43].[NH2:34][c:35]1[c:36]([Cl:42])[cH:37][n:38][cH:39][c:40]1[Cl:41].[Na+:44].[OH2:51].[S:30]([Cl:31])([Cl:32])=[O:33]>>[CH3:2][O:3][c:4]1[cH:5][c:6]2[c:11]([c:12]3[c:13]1[O:14][C:15]([CH3:17])([CH3:18])[CH2:16]3)[C:10]([c:19]1[cH:20][c:21]([C:22](=[O:23])[NH:34][c:35]3[c:36]([Cl:42])[cH:37][n:38][cH:39][c:40]3[Cl:41])[cH:25][cH:26][cH:27]1)=[N:9][C:8]([CH3:28])([CH3:29])[CH2:7]2. Reactants: CC(C)(C)[O-], CI, [K+], O=C1COC2CCCc3nc4ccccc4c(c32)N1, C1CCOC1. Yields the product CN1C(=O)COC2CCCc3nc4ccccc4c1c32. RXN SMILES: [CH3:20][C:21]([CH3:22])([O-:23])[CH3:24].[CH3:26][I:27].[K+:25].[NH:1]1[C:2](=[O:19])[CH2:3][O:4][CH:5]2[c:6]3[c:7]1[c:8]1[cH:9][cH:10][cH:11][cH:12][c:13]1[n:14][c:15]3[CH2:16][CH2:17][CH2:18]2.[O:28]1[CH2:29][CH2:30][CH2:31][CH2:32]1>>[N:1]1([CH3:20])[C:2](=[O:19])[CH2:3][O:4][CH:5]2[c:6]3[c:7]1[c:8]1[cH:9][cH:10][cH:11][cH:12][c:13]1[n:14][c:15]3[CH2:16][CH2:17][CH2:18]2. Starting materials: C(C)OC1=C(C=C(C=C1)S(=O)(=O)Cl)C1=NN2C(C(N1)=O)=C(N=C2C)C (4-ethoxy-3-(5,7-dimethyl4-oxo-3,4-dihydroimidazo-[5,1-f][1,2,4]triazin-2-yl)-benzenesulphonyl chloride), CN1CCNCC1 (N-methylpiperazine). Reagents/catalysts: CN(C)C=1C=CN=CC1 (DMAP). The solvent is ClCCl (dichloromethane), ClCCl (dichloromethane). Conditions: temperature 0 celsius, time 8 hour. The product is C(C)OC1=C(C=C(C=C1)S(=O)(=O)N1CCN(CC1)C)C1=NN2C(C(N1)=O)=C(N=C2C)C (2-[2-Ethoxy-5-(4-methyl-piperazine-1-sulphonyl)-phenyl]-5,7-dimethyl-3H-imidazo[5,1-f]-[1,2,4]triazin-4-one). Reaction SMILES: [CH2:1]([O:3][C:4]1[CH:9]=[CH:8][C:7]([S:10](Cl)(=[O:12])=[O:11])=[CH:6][C:5]=1[C:14]1[NH:19][C:18](=[O:20])[C:17]2=[C:21]([CH3:25])[N:22]=[C:23]([CH3:24])[N:16]2[N:15]=1)[CH3:2].[CH3:26][N:27]1[CH2:32][CH2:31][NH:30][CH2:29][CH2:28]1>ClCCl.CN(C1C=CN=CC=1)C>[CH2:1]([O:3][C:4]1[CH:9]=[CH:8][C:7]([S:10]([N:30]2[CH2:31][CH2:32][N:27]([CH3:26])[CH2:28][CH2:29]2)(=[O:12])=[O:11])=[CH:6][C:5]=1[C:14]1[NH:19][C:18](=[O:20])[C:17]2=[C:21]([CH3:25])[N:22]=[C:23]([CH3:24])[N:16]2[N:15]=1)[CH3:2]. Procedure details: 0.1 g (0.26 mmol) of 4-ethoxy-3-(5,7-dimethyl4-oxo-3,4-dihydroimidazo-[5,1-f][1,2,4]triazin-2-yl)-benzenesulphonyl chloride are dissolved in 10 ml of dichloromethane and cooled to 0° C. After addition of a spatula tip of DMAP, 80 mg (0.784 mmol) of N-methylpiperazine are added and the reaction mixture is stirred at room temperature overnight. The mixture is diluted with dichloromethane, the organic phase is washed with ammonium chloride solution and dried over sodium sulphate and the solvent is ...